This data is from the Open Reaction Database (ORD), a public repository of structured organic reaction records. The task is: describe an organic reaction: reactants, conditions, products, and yield The reactants are CC(=C[C@@H]1[C@@H](C1(C)C)C(=O)O)C (cis-chrysanthemic acid), N(=NC(C#N)(C)C)C(C#N)(C)C (azobisisobutyronitrile), C(C)(=O)Br (acetyl bromide). Run in C1(=CC=CC=C1)C (toluene), C1(=CC=CC=C1)C (toluene). Conditions: temperature 80 celsius, time 20 minute. The product is CC(=CC1C(C1(C)C)C(=O)O)C (chrysanthemic acid). The yield is 92.0%. Reaction SMILES: [CH3:1][C:2]([CH3:12])=[CH:3][C@H:4]1[C:6]([CH3:8])([CH3:7])[C@H:5]1[C:9]([OH:11])=[O:10].N(C(C)(C)C#N)=NC(C)(C)C#N.C(Br)(=O)C>C1(C)C=CC=CC=1>[CH3:1][C:2]([CH3:12])=[CH:3][CH:4]1[C:6]([CH3:7])([CH3:8])[CH:5]1[C:9]([OH:11])=[O:10]. Procedure: 5.0 g of cis-chrysanthemic acid and 0.2 g of azobisisobutyronitrile were dissolved in 50 ml of toluene and thereto was added dropwise a solution of acetyl bromide (55 mg) in toluene with stirring at 80° C. over a period of 20 minutes. Then, the same treatment as in Example 1 was effected to obtain 4.6 g of chrysanthemic acid. The IR spectrum thereof was identical with that of chrysanthemic acid. Reactants: O1C(=CC=C1)P(C=1OC=CC1)C=1OC=CC1 (Tri-2-furylphosphine), N1=CC(=CC=C1)C(=O)C=1N=CN2C1SC(=C2)[Sn](CCCC)(CCCC)CCCC (7-(pyridin-3-yl)carbonyl-2-(tri-n-butylstannyl)imidazo[5,1-b]thiazole), C(C)(C)N(C(C)C)CC (N,N-diisopropylethylamine), O[C@H](C)[C@@H]1[C@@H]2N([C@H](C([C@@H]2C)=O)C(=O)OCC2=CC=C(C=C2)[N+](=O)[O-])C1=O (4-nitrobenzyl (1R,3R,5R,6S)-6-((1R)-1-hydroxyethyl)-1-methyl-2-oxo-1-carbapenam-3-carboxylate), FC(S(=O)(=O)O)(F)F (trifluoromethanesulfonic acid), C([O-])(O)=O.[Na+] (sodium bicarbonate). The reagents and catalysts are [Cl-].[Zn+2].[Cl-] (zinc chloride), C=1C=CC(=CC1)/C=C/C(=O)/C=C/C2=CC=CC=C2.C=1C=CC(=CC1)/C=C/C(=O)/C=C/C2=CC=CC=C2.C=1C=CC(=CC1)/C=C/C(=O)/C=C/C2=CC=CC=C2.[Pd].[Pd] (tris(dibenzylideneacetone)dipalladium(0)). Solvent: C(C)(=O)OCC (Ethyl acetate), C(C)#N (acetonitrile), C(C)(=O)OCC (Ethyl acetate). Reaction conditions: time 30 minute. Yields the product O[C@H](C)[C@@H]1[C@@H]2N(C(=C([C@@H]2C)C2=CN3C(S2)=C(N=C3)C(=O)C=3C=NC=CC3)C(=O)OCC3=CC=C(C=C3)[N+](=O)[O-])C1=O (4-nitrobenzyl (1S,5R,6S)-6-((1R)-1-hydroxyethyl)-1-methyl-2-[7-(pyridin-3-yl)carbonylimidazo[5,1-b]thiazol-2-yl]-1-carbapen-2-em-3-carboxylate). The yield is 51.7%. Reaction SMILES: C(N(CC)C(C)C)(C)C.[OH:10][C@@H:11]([C@H:13]1[C:34](=[O:35])[N:15]2[C@@H:16]([C:21]([O:23][CH2:24][C:25]3[CH:30]=[CH:29][C:28]([N+:31]([O-:33])=[O:32])=[CH:27][CH:26]=3)=[O:22])[C:17](=O)[C@H:18]([CH3:19])[C@H:14]12)[CH3:12].FC(F)(F)S(O)(=O)=O.O1C=CC=C1P(C1OC=CC=1)C1OC=CC=1.[N:60]1[CH:65]=[CH:64][CH:63]=[C:62]([C:66]([C:68]2[N:69]=[CH:70][N:71]3[CH:75]=[C:74]([Sn](CCCC)(CCCC)CCCC)[S:73][C:72]=23)=[O:67])[CH:61]=1.C(=O)(O)[O-].[Na+]>C(#N)C.[Cl-].[Zn+2].[Cl-].C1C=CC(/C=C/C(/C=C/C2C=CC=CC=2)=O)=CC=1.C1C=CC(/C=C/C(/C=C/C2C=CC=CC=2)=O)=CC=1.C1C=CC(/C=C/C(/C=C/C2C=CC=CC=2)=O)=CC=1.[Pd].[Pd].C(OCC)(=O)C>[OH:10][C@@H:11]([C@H:13]1[C:34](=[O:35])[N:15]2[C:16]([C:21]([O:23][CH2:24][C:25]3[CH:30]=[CH:29][C:28]([N+:31]([O-:33])=[O:32])=[CH:27][CH:26]=3)=[O:22])=[C:17]([C:74]3[S:73][C:72]4=[C:68]([C:66]([C:62]5[CH:61]=[N:60][CH:65]=[CH:64][CH:63]=5)=[O:67])[N:69]=[CH:70][N:71]4[CH:75]=3)[C@H:18]([CH3:19])[C@H:14]12)[CH3:12] |f:5.6,8.9.10,11.12.13.14.15|. Reported procedure: Under an argon atmosphere at −30° C., N,N-diisopropylethylamine (0.343 ml) was added dropwise to a solution of 474 mg of 4-nitrobenzyl (1R,3R,5R,6S)-6-((1R)-1-hydroxyethyl)-1-methyl-2-oxo-1-carbapenam-3-carboxylate in 13 ml of dry acetonitrile, and 0.218 ml of anhydrous trifluoromethanesulfonic acid was then added dropwise thereto. The mixture was stirred at that temperature for 30 min. Ethyl acetate (30 ml) was then added thereto, followed by washing with semisaturated brine, a mixed solution (... The product is C(CCCCCCC\C=C/C\C=C/CCCCC)O[C@@H]1CN(C[C@H]1OCCCCCCCC\C=C/C\C=C/CCCCC)C1CCN(CC1)C (4-((3R,4R)-3,4-bis((9Z,12Z)-Octadec-9,12-dienyloxy)pyrrolidin-1-yl)-1-methylpiperidine). Starting materials: Compound 60, C(CCCCCCC\C=C/C\C=C/CCCCC)O[C@@H]1CNC[C@H]1OCCCCCCCC\C=C/C\C=C/CCCCC ((3R,4R)-3,4-bis((9Z,12Z)-Octadec-9,12-dienyloxy)pyrrolidine), CN1CCC(CC1)=O (1-methylpiperidin-4-one). Reaction SMILES: [CH2:1]([O:19][C@H:20]1[C@H:24]([O:25][CH2:26][CH2:27][CH2:28][CH2:29][CH2:30][CH2:31][CH2:32][CH2:33]/[CH:34]=[CH:35]\[CH2:36]/[CH:37]=[CH:38]\[CH2:39][CH2:40][CH2:41][CH2:42][CH3:43])[CH2:23][NH:22][CH2:21]1)[CH2:2][CH2:3][CH2:4][CH2:5][CH2:6][CH2:7][CH2:8]/[CH:9]=[CH:10]\[CH2:11]/[CH:12]=[CH:13]\[CH2:14][CH2:15][CH2:16][CH2:17][CH3:18].[CH3:44][N:45]1[CH2:50][CH2:49][C:48](=O)[CH2:47][CH2:46]1>>[CH2:1]([O:19][C@H:20]1[C@H:24]([O:25][CH2:26][CH2:27][CH2:28][CH2:29][CH2:30][CH2:31][CH2:32][CH2:33]/[CH:34]=[CH:35]\[CH2:36]/[CH:37]=[CH:38]\[CH2:39][CH2:40][CH2:41][CH2:42][CH3:43])[CH2:23][N:22]([CH:48]2[CH2:49][CH2:50][N:45]([CH3:44])[CH2:46][CH2:47]2)[CH2:21]1)[CH2:2][CH2:3][CH2:4][CH2:5][CH2:6][CH2:7][CH2:8]/[CH:9]=[CH:10]\[CH2:11]/[CH:12]=[CH:13]\[CH2:14][CH2:15][CH2:16][CH2:17][CH3:18]. Procedure details: Compound 60 (72.0 mg, 62.0%) was obtained in the same manner as that in Example 10, by using compound 1 (100 mg, 0.167 mmol) obtained in Example 1, and 1-methylpiperidin-4-one (Aldrich; 0.205 mL, 1.67 mmol). The reactants are Nc1ccc(Cl)c(C(F)(F)F)c1, F[B-](F)(F)F, [H+], O=N[O-], [Na+], O. Product: Fc1ccc(Cl)c(C(F)(F)F)c1. RXN SMILES: [Cl:1][c:2]1[c:3]([C:9]([F:10])([F:11])[F:12])[cH:4][c:5]([NH2:8])[cH:6][cH:7]1.[F:18][B-:19]([F:20])([F:21])[F:22].[H+:17].[N:13]([O-:14])=[O:15].[Na+:16].[OH2:23]>>[Cl:1][c:2]1[c:3]([C:9]([F:10])([F:11])[F:12])[cH:4][c:5]([F:18])[cH:6][cH:7]1. The reactants are CCOC(=O)c1conc1-c1ccccn1, C1CCOC1, CO, [Li+], [OH-], O, O. Yields the product O=C(O)c1conc1-c1ccccn1. As a reaction SMILES: [CH2:1]([CH3:2])[O:3][C:4](=[O:5])[c:6]1[c:7](-[c:11]2[n:12][cH:13][cH:14][cH:15][cH:16]2)[n:8][o:9][cH:10]1.[CH2:22]1[O:23][CH2:24][CH2:25][CH2:26]1.[CH3:20][OH:21].[Li+:19].[OH-:18].[OH2:17].[OH2:27]>>[O:3]=[C:4]([OH:5])[c:6]1[c:7](-[c:11]2[n:12][cH:13][cH:14][cH:15][cH:16]2)[n:8][o:9][cH:10]1.